describe an organic reaction: reactants, conditions, products, and yield From a dataset of the Open Reaction Database (ORD), a public repository of structured organic reaction records. Starting materials: C(CCC)C=1N(C(=C(N1)C(=O)OC)C(=O)OC)CC1=CC=C(C=C1)C1=C(C=CC=C1)C1=NN=NN1C(C1=CC=CC=C1)(C1=CC=CC=C1)C1=CC=CC=C1 (dimethyl 2-butyl-1-{4-[2-(trityltetrazol-5-yl)phenyl]phenyl}methylimidazole-4,5-dicarboxylate), solution, [H-].C(C(C)C)[Al+]CC(C)C (diisobutylaluminum hydride). The solvent is C1(=CC=CC=C1)C (toluene). Product: C(CCC)C=1N(C(=C(N1)CO)C(=O)OC)CC1=CC=C(C=C1)C1=C(C=CC=C1)C1=NN=NN1C(C1=CC=CC=C1)(C1=CC=CC=C1)C1=CC=CC=C1 (Methyl 2-butyl-4-hydroxymethyl-1-{4-[2-(trityltetrazol-5-yl)phenyl]phenyl}methylimidazole-5-carboxylate). Yield: 89.8%. As a reaction SMILES: [CH2:1]([C:5]1[N:6]([CH2:18][C:19]2[CH:24]=[CH:23][C:22]([C:25]3[CH:30]=[CH:29][CH:28]=[CH:27][C:26]=3[C:31]3[N:35]([C:36]([C:49]4[CH:54]=[CH:53][CH:52]=[CH:51][CH:50]=4)([C:43]4[CH:48]=[CH:47][CH:46]=[CH:45][CH:44]=4)[C:37]4[CH:42]=[CH:41][CH:40]=[CH:39][CH:38]=4)[N:34]=[N:33][N:32]=3)=[CH:21][CH:20]=2)[C:7]([C:14]([O:16][CH3:17])=[O:15])=[C:8]([C:10](OC)=[O:11])[N:9]=1)[CH2:2][CH2:3][CH3:4].[H-].C([Al+]CC(C)C)C(C)C>C1(C)C=CC=CC=1>[CH2:1]([C:5]1[N:6]([CH2:18][C:19]2[CH:20]=[CH:21][C:22]([C:25]3[CH:30]=[CH:29][CH:28]=[CH:27][C:26]=3[C:31]3[N:35]([C:36]([C:37]4[CH:42]=[CH:41][CH:40]=[CH:39][CH:38]=4)([C:49]4[CH:50]=[CH:51][CH:52]=[CH:53][CH:54]=4)[C:43]4[CH:44]=[CH:45][CH:46]=[CH:47][CH:48]=4)[N:34]=[N:33][N:32]=3)=[CH:23][CH:24]=2)[C:7]([C:14]([O:16][CH3:17])=[O:15])=[C:8]([CH2:10][OH:11])[N:9]=1)[CH2:2][CH2:3][CH3:4] |f:1.2|. Procedure details: Following a procedure similar to that described in Example 35(b), 0.51 g of dimethyl 2-butyl-1-{4-[2-(trityltetrazol-5-yl)phenyl]phenyl}methylimidazole-4,5-dicarboxylate [prepared as described in step (a) above] was reduced using 0.99 ml of a 1.5M solution of diisobutylaluminum hydride in toluene, to give 0.44 g of the title compound as an oil. The reactants are CC(C)C(=O)Cl, C[Si](C)(C)Cl, c1ccncc1, Nc1nc2c(ncn2C2OC(CO)C(O)C2OCCCCn2ccnc2)c(=O)[nH]1. The product is CC(C)C(=O)Nc1nc2c(ncn2C2OC(CO)C(O)C2OCCCCn2ccnc2)c(=O)[nH]1. Reaction SMILES: [C:35]([CH:36]([CH3:37])[CH3:38])(=[O:39])[Cl:40].[CH3:30][Si:31]([Cl:32])([CH3:33])[CH3:34].[cH:41]1[cH:42][cH:43][n:44][cH:45][cH:46]1.[n:1]1([CH2:6][CH2:7][CH2:8][CH2:9][O:10][CH:11]2[CH:12]([n:19]3[cH:20][n:21][c:22]4[c:23](=[O:24])[nH:25][c:26]([NH2:27])[n:28][c:29]34)[O:13][CH:14]([CH2:17][OH:18])[CH:15]2[OH:16])[cH:2][n:3][cH:4][cH:5]1>>[n:1]1([CH2:6][CH2:7][CH2:8][CH2:9][O:10][CH:11]2[CH:12]([n:19]3[cH:20][n:21][c:22]4[c:23](=[O:24])[nH:25][c:26]([NH:27][C:35]([CH:36]([CH3:37])[CH3:38])=[O:39])[n:28][c:29]34)[O:13][CH:14]([CH2:17][OH:18])[CH:15]2[OH:16])[cH:2][n:3][cH:4][cH:5]1. Starting materials: [Li]CCCC, CCCCCC, CSc1ccc(C=O)cc1C(F)(F)F, C1CCOC1, O=S(=O)(c1ccccc1)n1ccc2cccnc21. Yields the product CSc1ccc(C(O)c2cc3cccnc3n2S(=O)(=O)c2ccccc2)cc1C(F)(F)F. RXN SMILES: [CH2:19]([Li:20])[CH2:21][CH2:22][CH3:23].[CH3:24][CH2:25][CH2:26][CH2:27][CH2:28][CH3:29].[CH3:30][S:31][c:32]1[c:33]([C:40]([F:41])([F:42])[F:43])[cH:34][c:35]([CH:36]=[O:37])[cH:38][cH:39]1.[O:44]1[CH2:45][CH2:46][CH2:47][CH2:48]1.[c:1]1([S:7](=[O:8])(=[O:9])[n:10]2[cH:11][cH:12][c:13]3[c:14]2[n:15][cH:16][cH:17][cH:18]3)[cH:2][cH:3][cH:4][cH:5][cH:6]1>>[c:1]1([S:7](=[O:8])(=[O:9])[n:10]2[c:11]([CH:36]([c:35]3[cH:34][c:33]([C:40]([F:41])([F:42])[F:43])[c:32]([S:31][CH3:30])[cH:39][cH:38]3)[OH:37])[cH:12][c:13]3[c:14]2[n:15][cH:16][cH:17][cH:18]3)[cH:2][cH:3][cH:4][cH:5][cH:6]1. Starting materials: CSSC (dimethyl disulphide), C(CCC)[Li] (n-butyl-lithium), BrC=1C2=C(SC1)C=CC(=C2)Br (3,5-dibromobenzo[b]thiophene), O (Water). The solvent is CCOCC (ether), CCCCCC (hexane), CCOCC (ether). Conditions: temperature -70 celsius, time 30 minute. Product: BrC1=CC2=C(SC=C2SC)C=C1 (5-bromo-3-methylthiobenzo[b]thiophene). The yield is 79.9%. As a reaction SMILES: C([Li])CCC.Br[C:7]1[C:8]2[CH:15]=[C:14]([Br:16])[CH:13]=[CH:12][C:9]=2[S:10][CH:11]=1.[CH3:17][S:18]SC.O>CCCCCC.CCOCC>[Br:16][C:14]1[CH:13]=[CH:12][C:9]2[S:10][CH:11]=[C:7]([S:18][CH3:17])[C:8]=2[CH:15]=1. Reported procedure: A solution of n-butyl-lithium in hexane (35 ml of 1.55M solution) was added dropwise to a stirred solution of 3,5-dibromobenzo[b]thiophene (14.6 g) in dry ether (600 ml) at -70° C. under dry nitrogen. The mixture was stirred at -70° C. for 30 minutes and then a solution of dimethyl disulphide (4.90 g) in 10 ml of dry ether was added with stirring over 5 minutes. The resulting mixture was stirred at -70° C. for 4 hours and then allowed to warm up to room temperature. Water (50 ml) was added and t... Reactants: O=C([O-])O, [Cl-], C=C(F)c1ccccc1OC, ICI, [NH4+], [Na+]. The product is COc1ccccc1C1(F)CC1. RXN SMILES: [C:17](=[O:18])([O-:19])[OH:20].[Cl-:15].[F:1][C:2](=[CH2:3])[c:4]1[c:5]([O:10][CH3:11])[cH:6][cH:7][cH:8][cH:9]1.[I:12][CH2:13][I:14].[NH4+:16].[Na+:21]>>[F:1][C:2]1([c:4]2[c:5]([O:10][CH3:11])[cH:6][cH:7][cH:8][cH:9]2)[CH2:3][CH2:13]1. Starting materials: CC(C)NCCOCc1cnc(-c2ccc(C(=O)Nc3ccccc3NC(=O)OC(C)(C)C)cc2)c(C#N)c1, C1COCCO1, Cl. Product: CC(C)NCCOCc1cnc(-c2ccc(C(=O)Nc3ccccc3N)cc2)c(C#N)c1. Reaction SMILES: [C:1](#[N:2])[c:3]1[c:4](-[c:17]2[cH:18][cH:19][c:20]([C:21](=[O:22])[NH:23][c:24]3[c:25]([NH:30][C:31](=[O:32])[O:33][C:34]([CH3:35])([CH3:36])[CH3:37])[cH:26][cH:27][cH:28][cH:29]3)[cH:38][cH:39]2)[n:5][cH:6][c:7]([CH2:9][O:10][CH2:11][CH2:12][NH:13][CH:14]([CH3:15])[CH3:16])[cH:8]1.[CH2:41]1[O:42][CH2:43][CH2:44][O:45][CH2:46]1.[ClH:40]>>[C:1](#[N:2])[c:3]1[c:4](-[c:17]2[cH:18][cH:19][c:20]([C:21](=[O:22])[NH:23][c:24]3[c:25]([NH2:30])[cH:26][cH:27][cH:28][cH:29]3)[cH:38][cH:39]2)[n:5][cH:6][c:7]([CH2:9][O:10][CH2:11][CH2:12][NH:13][CH:14]([CH3:15])[CH3:16])[cH:8]1.